The task is: describe an organic reaction: reactants, conditions, products, and yield. This data is from the Open Reaction Database (ORD), a public repository of structured organic reaction records. The reactants are IC1=NC=C(C=C1)C(=O)OCC1=CC=CC=C1 (benzyl 2-iodopyridine-5-carboxylate), CC(C#C)(OC1=CC=C(C#N)C=C1)C (4-(1,1-dimethyl-2-propynyloxy)benzonitrile). Reagents/catalysts: [Cu]I (copper(I) iodide), [Pd](Cl)Cl (palladium(II) chloride), C1(=CC=CC=C1)P(C1=CC=CC=C1)C1=CC=CC=C1 (triphenylphosphine). The solvent is C(C)NCC (diethylamine). The product is C(#N)C1=CC=C(OC(C#CC2=NC=C(C=C2)C(=O)OCC2=CC=CC=C2)(C)C)C=C1 (benzyl 2-[3-(4-cyanophenoxy)-3-methyl-1-butyn-1-yl]pyridine-5-carboxylate). Yield: 74.9%. As a reaction SMILES: I[C:2]1[CH:7]=[CH:6][C:5]([C:8]([O:10][CH2:11][C:12]2[CH:17]=[CH:16][CH:15]=[CH:14][CH:13]=2)=[O:9])=[CH:4][N:3]=1.[CH3:18][C:19]([CH3:31])([O:22][C:23]1[CH:30]=[CH:29][C:26]([C:27]#[N:28])=[CH:25][CH:24]=1)[C:20]#[CH:21]>C(NCC)C.[Cu]I.[Pd](Cl)Cl.C1(P(C2C=CC=CC=2)C2C=CC=CC=2)C=CC=CC=1>[C:27]([C:26]1[CH:29]=[CH:30][C:23]([O:22][C:19]([CH3:18])([CH3:31])[C:20]#[C:21][C:2]2[CH:7]=[CH:6][C:5]([C:8]([O:10][CH2:11][C:12]3[CH:17]=[CH:16][CH:15]=[CH:14][CH:13]=3)=[O:9])=[CH:4][N:3]=2)=[CH:24][CH:25]=1)#[N:28]. Procedure: 12.2 g of benzyl 2-iodopyridine-5-carboxylate and 5.64 g of 4-(1,1-dimethyl-2-propynyloxy)benzonitrile were stirred with 32 mg of copper(I) iodide, 162 mg of triphenylphosphine and 180 mg of palladium(II) chloride in 280 ml of diethylamine at room temperature for 7 days under a nitrogen atmosphere. The mixture was evaporated and the residue was taken up in ethyl acetate and water. The organic phase was separated, dried over sodium sulphate and evaporated. The residue was chromatographed on silic...